From a dataset of the Open Reaction Database (ORD), a public repository of structured organic reaction records. describe an organic reaction: reactants, conditions, products, and yield The reactants are CCCCCC(C)c1cc(O)c2c(c1)OC(C)(C)c1ccncc1-2, CC(=O)OC(C)=O, c1ccncc1. Yields the product CCCCCC(C)c1cc(OC(C)=O)c2c(c1)OC(C)(C)c1ccncc1-2. As a reaction SMILES: [CH3:1][C:2]1([CH3:24])[O:3][c:4]2[c:5]([c:6]([OH:17])[cH:7][c:8]([CH:10]([CH3:11])[CH2:12][CH2:13][CH2:14][CH2:15][CH3:16])[cH:9]2)-[c:18]2[c:19]1[cH:20][cH:21][n:22][cH:23]2.[CH3:25][C:26](=[O:27])[O:28][C:29](=[O:30])[CH3:31].[cH:32]1[cH:33][cH:34][n:35][cH:36][cH:37]1>>[CH3:1][C:2]1([CH3:24])[O:3][c:4]2[c:5]([c:6]([O:17][C:26]([CH3:25])=[O:27])[cH:7][c:8]([CH:10]([CH3:11])[CH2:12][CH2:13][CH2:14][CH2:15][CH3:16])[cH:9]2)-[c:18]2[c:19]1[cH:20][cH:21][n:22][cH:23]2. Starting materials: CC(=O)O[BH-](OC(C)=O)OC(C)=O, O=Cc1ccccc1, ClCCl, COC(=O)c1ccc2c(c1)CCN2, [Na+], [Na+], [OH-], O. The product is COC(=O)c1ccc2c(c1)CCN2Cc1ccccc1. RXN SMILES: [C:22]([O:23][BH-:24]([O:25][C:26](=[O:27])[CH3:28])[O:29][C:30](=[O:31])[CH3:32])(=[O:33])[CH3:34].[CH:14](=[O:15])[c:16]1[cH:17][cH:18][cH:19][cH:20][cH:21]1.[Cl:38][CH2:39][Cl:40].[NH:1]1[CH2:2][CH2:3][c:4]2[cH:5][c:6]([C:10](=[O:11])[O:12][CH3:13])[cH:7][cH:8][c:9]21.[Na+:35].[Na+:37].[OH-:36].[OH2:41]>>[N:1]1([CH2:14][c:16]2[cH:17][cH:18][cH:19][cH:20][cH:21]2)[CH2:2][CH2:3][c:4]2[cH:5][c:6]([C:10](=[O:11])[O:12][CH3:13])[cH:7][cH:8][c:9]21. Starting materials: BrC1=CC=C(C=C1)C(CC(=O)O)C1=C(C=C(C=C1)Cl)C (3-(4-bromophenyl)-3-(4-chloro-2-methylphenyl)-propanoic acid), Cl.CNOC (N,O-dimethylhydroxylamine hydrochloride). Product: BrC1=CC=C(C=C1)C(CC(=O)N(C)OC)C1=C(C=C(C=C1)Cl)C (3-(4-Bromophenyl)-3-(4-chloro-2-methylphenyl)-N-methoxy-N-methylpropanamide). Reaction SMILES: [Br:1][C:2]1[CH:7]=[CH:6][C:5]([CH:8]([C:13]2[CH:18]=[CH:17][C:16]([Cl:19])=[CH:15][C:14]=2[CH3:20])[CH2:9][C:10](O)=[O:11])=[CH:4][CH:3]=1.Cl.[CH3:22][NH:23][O:24][CH3:25]>>[Br:1][C:2]1[CH:7]=[CH:6][C:5]([CH:8]([C:13]2[CH:18]=[CH:17][C:16]([Cl:19])=[CH:15][C:14]=2[CH3:20])[CH2:9][C:10]([N:23]([O:24][CH3:25])[CH3:22])=[O:11])=[CH:4][CH:3]=1 |f:1.2|. Procedure details: In analogy to example 74, step 4, from 3-(4-bromophenyl)-3-(4-chloro-2-methylphenyl)-propanoic acid and N,O-dimethylhydroxylamine hydrochloride was prepared the title compound as a colorless oil, MS (ESI+): m/z=398.03 [M+H]+.